This data is from the Open Reaction Database (ORD), a public repository of structured organic reaction records. The task is: describe an organic reaction: reactants, conditions, products, and yield Run at time 3 hour. Solvent: ClCCl (dichloromethane), O (water). As a reaction SMILES: [K].[C:2]([O:5][C:6]1[CH:18]=[CH:17][C:16]([CH:19]=[CH:20][C:21]2[CH:26]=[CH:25][C:24]([S:27]([OH:30])(=O)=[O:28])=[CH:23][CH:22]=2)=[CH:15][C:7]=1[C:8]([O:10][CH2:11][CH:12]([CH3:14])[CH3:13])=[O:9])(=[O:4])[CH3:3].CN(C)C=O.S(Cl)([Cl:38])=O.[OH-].[Na+]>ClCCl.O>[C:2]([O:5][C:6]1[CH:18]=[CH:17][C:16]([CH:19]=[CH:20][C:21]2[CH:26]=[CH:25][C:24]([S:27]([Cl:38])(=[O:30])=[O:28])=[CH:23][CH:22]=2)=[CH:15][C:7]=1[C:8]([O:10][CH2:11][CH:12]([CH3:14])[CH3:13])=[O:9])(=[O:4])[CH3:3] |f:0.1,4.5,^1:0|. Procedure: Isobutyl 2-acetyloxy-5-[2-(4-sulfophenyl)ethenyl]benzoate potassium salt (36.1 g, 0.08 mot) was suspended in dichloromethane. Dimethylformamide (20 ml) and thionyl chloride (20 ml) were added, and the mixture refluxed with stirring for 3 h. After cooling to room temperature, water (15 ml) was added. By careful addition of 5M sodium hydroxide, the pH of the aqueous phase was adjusted to about 7. The phases were separated and the organic phase washed with water. The solution was dried (MgSO4), tre... Product: C(C)(=O)OC1=C(C(=O)OCC(C)C)C=C(C=C1)C=CC1=CC=C(C=C1)S(=O)(=O)Cl (Isobutyl 2-acetyloxy-5-[2-(4-(chlorosulfonyl)phenyl)ethenyl]benzoate). The reactants are [K].C(C)(=O)OC1=C(C(=O)OCC(C)C)C=C(C=C1)C=CC1=CC=C(C=C1)S(=O)(=O)O (Isobutyl 2-acetyloxy-5-[2-(4-sulfophenyl)ethenyl]benzoate potassium salt), [OH-].[Na+] (sodium hydroxide), CN(C=O)C (Dimethylformamide), S(=O)(Cl)Cl (thionyl chloride). The reactants are C(C=C)Br (allyl bromide), [OH-].[Na+] (sodium hydroxide), FC1=C(C=CC=C1)C1OC(=C(C1=O)C1=CC(=CC=C1)C(=O)OC)NC (2-(2-fluorophenyl)-3-oxo-4-(3-methoxycarbonylphenyl)-5-methylamino-2,3-dihydrofuran). The reagents and catalysts are [Cl-].C(C1=CC=CC=C1)[N+](CC)(CC)CC (benzyltriethylammonium chloride). Run in O (water), C(Cl)Cl (methylene chloride). Reaction conditions: time 18 hour. The product is FC1=C(C=CC=C1)C1OC(=C(C1=O)C1=CC(=CC=C1)C(=O)OC)NCC=C (2-(2-Fluorophenyl)-3-oxo-4-(3-methoxycarbonylphenyl)-5-allylamino-2,3-dihydrofuran). As a reaction SMILES: [OH-].[Na+].[F:3][C:4]1[CH:9]=[CH:8][CH:7]=[CH:6][C:5]=1[CH:10]1[C:14](=[O:15])[C:13]([C:16]2[CH:21]=[CH:20][CH:19]=[C:18]([C:22]([O:24][CH3:25])=[O:23])[CH:17]=2)=[C:12]([NH:26][CH3:27])[O:11]1.[CH2:28](Br)[CH:29]=C>O.C(Cl)Cl.[Cl-].C([N+](CC)(CC)CC)C1C=CC=CC=1>[F:3][C:4]1[CH:9]=[CH:8][CH:7]=[CH:6][C:5]=1[CH:10]1[C:14](=[O:15])[C:13]([C:16]2[CH:21]=[CH:20][CH:19]=[C:18]([C:22]([O:24][CH3:25])=[O:23])[CH:17]=2)=[C:12]([NH:26][CH2:27][CH:28]=[CH2:29])[O:11]1 |f:0.1,6.7|. Procedure: One gram of sodium hydroxide in 4.0 ml of water is added to a mixture of 4.0 g of 2-(2-fluorophenyl)-3-oxo-4-(3-methoxycarbonylphenyl)-5-methylamino-2,3-dihydrofuran in 80 ml of methylene chloride at room temperature followed by the addition of 1.48 g of allyl bromide and 0.27 g of benzyltriethylammonium chloride. This will result in a two-phase mixture. This mixture is stirred at room temperature for about 18 hours and this is washed with water, dried over magnesium sulfate and concentrated in ... Starting materials: C1=CC=NC(=C1)N, C1=CC(=CN=C1)Br. The reagents and catalysts are CC(C)(C)[O-].[Na+], CC(C1CCCC1P(C2CCCCC2)C3CCCCC3)P(C(C)(C)C)C(C)(C)C.C1CCCC1.[Fe], CC(=O)O.CC(=O)O.[Pd]. Run in COCCOC. Reaction conditions: temperature 90 celsius. Yields the product C1=CC=NC(=C1)NC2=CN=CC=C2. The yield is 22.2%. Procedure: Stock solution: 0.01 mmol Pd and ligand were dissolved in 2 mL DME.  3-bromopyridine (0.482 mL, 5.00 mmol) was dissolved in DME (10 mL). To the solution was added the stock solution, and sodium tert-butoxide (0.673 g, 7.00 mmol). To the mixture was added a solution of pyridin-2-amine (0.565 g, 6.00 mmol) in DME (10 mL). The mixture was heated at 90 °C overnight. The mixture was filtered. The filtrate was concentrated, and the compound was purified by preparative HPLC on a XBridge C18 column (10 ... The reactants are Cl.ClC1=CC=C(OC2=CC=C(C=C2)NC=2SC=C(N2)C2(SC(=CC2)SC)C(=N)N)C=C1 (2-{[4-(4-Chlorophenoxy)phenyl]amino(1,3-thiazol-4-yl)}-5-methylthiothiophene-2-carboxamidine hydrochloride), Br.ClC1=CC=C(OC2=CC=C(C=C2)NC=2SC=C(N2)C=2C=C(SC2C)C(=S)OC)C=C1 (Methyl 4-(2-{[4-(4-chlorophenoxy)phenyl]amino}(1,3-thiazol-4-yl))-5-methylthiothiophene-2-carboxylate hydrobromide). The product is Cl.ClC1=CC=C(OC2=CC=C(C=C2)NC=2SC=C(N2)C=2C=C(SC2SC)C(=N)N)C=C1 (4-(2-{[4-(4-chlorophenoxy)phenyl]amino}(1,3-thiazol-4-yl))-5-methylthiothiophene-2-carboxamidine hydrochloride). Yield: 49.0%. As a reaction SMILES: [ClH:1].[Cl:2]C1C=CC(OC2C=CC(NC3SC=C([C:20]4([C:27]([NH2:29])=[NH:28])[CH2:24][CH:23]=[C:22]([S:25][CH3:26])[S:21]4)N=3)=CC=2)=CC=1.Br.Cl[C:34]1[CH:62]=[CH:61][C:37]([O:38][C:39]2[CH:44]=[CH:43][C:42]([NH:45][C:46]3[S:47][CH:48]=[C:49](C4C=C(C(OC)=S)SC=4C)[N:50]=3)=[CH:41][CH:40]=2)=[CH:36][CH:35]=1>>[ClH:2].[Cl:1][C:34]1[CH:62]=[CH:61][C:37]([O:38][C:39]2[CH:40]=[CH:41][C:42]([NH:45][C:46]3[S:47][CH:48]=[C:49]([C:23]4[CH:24]=[C:20]([C:27]([NH2:29])=[NH:28])[S:21][C:22]=4[S:25][CH3:26])[N:50]=3)=[CH:43][CH:44]=2)=[CH:36][CH:35]=1 |f:0.1,2.3,4.5|. Procedure details: 4-(2-{[4-(4-Chlorophenoxy)phenyl]amino(1,3-thiazol-4-yl)}-5-methylthiothiophene-2-carboxamidine hydrochloride: Methyl 4-(2-{[4-(4-chlorophenoxy)phenyl]amino}(1,3-thiazol-4-yl))-5-methylthiothiophene-2-carboxylate hydrobromide (300 mg, 0.52 mmol) was treated as described in Example 154, step (b) to give 129.9 mg (49% yield) of 4-(2-{[4-(4-chlorophenoxy)phenyl]amino}(1,3-thiazol-4-yl))-5-methylthiothiophene-2-carboxamidine hydrochloride. 1H NMR (DMSO-d6, 300 MHz) δ 2.72 (s, 3H), 6.97 (m, 2H), 7.07... Reactants: CC(=CCO)C (3-methyl-2-buten-1-ol), C(C)(OCC)([O-])[O-] (ethyl orthoacetate), C1(=CC=CC=C1)O (phenol). Run at time 9.5 hour. The product is CC(CC(=O)OCC)(C=C)C (ethyl 3,3-dimethyl-4-pentenoate). The yield is 77.8%. Reaction SMILES: [CH3:1][C:2]([CH3:6])=[CH:3][CH2:4]O.[C:7]([O-:13])([O-])([O:9][CH2:10][CH3:11])[CH3:8].C1(O)C=CC=CC=1>>[CH3:1][C:2]([CH3:6])([CH:3]=[CH2:4])[CH2:8][C:7]([O:9][CH2:10][CH3:11])=[O:13]. Procedure: A mixture of 43 g (0.5 mole) of 3-methyl-2-buten-1-ol, 97 g (0.6 mole) of ethyl orthoacetate, and 7.0 g (0.075 mole) of phenol was heated at 135°-140° with stirring for 9-10 hours. Ethanol was distilled from the mixture as the reaction proceeded. When the evolution of ethanol had ceased, heating was discontinued and the mixture was allowed to cool to room temperature. The mixture was then dissolved in diethyl ether and the ethereal solution was treated with IN hydrochloric acid to decompose unre... The reactants are C(C)(C)(C)OC(=O)N1CC=2C=C3O[C@H](C(NC3=CC2CC1C(N[C@@H](CC1=CC=C(C=C1)C1=CC=C(C=C1)C#N)C(=O)OC)=O)=O)C1=CC=C(C=C1)O ((S)-7-[(S)-2-(4′-Cyano -biphenyl-4-yl)-1-methoxycarbonyl-ethylcarbamoyl]-3-(4-hydroxy-phenyl)-2-oxo-1,2,3,5,7,8-hexahydro-4-oxa-1,6-diaza-anthracene-6-carboxylic acid tert-butyl ester), Cl.COC([C@H](CC1=CC=C(C=C1)C1=CC=C(C=C1)C#N)NC(=O)C1NCC=2C=C3O[C@H](C(NC3=CC2C1)=O)C1=CC=C(C=C1)OCC1=CC(=C(C=C1)OC)C(F)(F)F)=O ((S)-3-(4′-cyano-biphenyl-4-yl)-2-({(S)-3-[4-(4-methoxy-3-trifluoromethyl-benzyloxy)-phenyl]-2-oxo-2,3,5,6,7,8-hexahydro-1H-4-oxa-1,6-diaza-anthracene-7-carbonyl}-amino)-propionic acid methyl ester hydrochloride), Cl.COC([C@H](CC1=CC=C(C=C1)C1=CC=C(C=C1)C#N)NC(=O)C1NCC=2C=C3O[C@H](C(NC3=CC2C1)=O)C1=CC=C(C=C1)OCC1=CC(=C(C=C1)OC)C(F)(F)F)=O ((S)-3-(4′-cyano-biphenyl-4-yl)-2-({(S)-3-[4-(4-methoxy-3-trifluoromethyl-benzyloxy)-phenyl]-2-oxo-2,3,5,6,7,8-hexahydro-1H-4-oxa-1,6-diaza-anthracene-7-carbonyl}-amino)-propionic acid methyl ester hydrochloride). Yields the product C(C1=CC=CC=C1)(=O)N1CC=2C=C3O[C@H](C(NC3=CC2CC1C(=O)N[C@H](C(=O)O)CC1=CC=C(C=C1)C1=CC=C(C=C1)C#N)=O)C1=CC=C(C=C1)OCC1=CC(=C(C=C1)OC)C(F)(F)F ((S)-2-({(S)-6-Benzoyl-3-[4-(4-methoxy-3-trifluoromethyl-benzyloxy)-phenyl]-2-oxo-2,3,5,6,7,8-hexahydro-1H-4-oxa-1,6-diaza-anthracene-7-carbonyl}-amino)-3-(4′-cyano-biphenyl-4-yl)-propionic acid). Reaction SMILES: C(OC(N1C(C(=O)N[C@H](C(OC)=O)CC2C=CC(C3C=CC(C#N)=CC=3)=CC=2)CC2C=C3C([O:13][C@@H:14]([C:46]4[CH:51]=[CH:50][C:49](O)=[CH:48][CH:47]=4)C(=O)N3)=CC=2C1)=O)(C)(C)C.Cl.C[O:55][C:56](=[O:111])[C@@H:57]([NH:73][C:74]([CH:76]1[CH2:89][C:88]2[CH:87]=[C:86]3[C:81]([O:82][C@@H:83]([C:91]4[CH:96]=[CH:95][C:94]([O:97][CH2:98][C:99]5[CH:104]=[CH:103][C:102]([O:105][CH3:106])=[C:101]([C:107]([F:110])([F:109])[F:108])[CH:100]=5)=[CH:93][CH:92]=4)[C:84](=[O:90])[NH:85]3)=[CH:80][C:79]=2[CH2:78][NH:77]1)=[O:75])[CH2:58][C:59]1[CH:64]=[CH:63][C:62]([C:65]2[CH:70]=[CH:69][C:68]([C:71]#[N:72])=[CH:67][CH:66]=2)=[CH:61][CH:60]=1>>[C:14]([N:77]1[CH:76]([C:74]([NH:73][C@@H:57]([CH2:58][C:59]2[CH:60]=[CH:61][C:62]([C:65]3[CH:70]=[CH:69][C:68]([C:71]#[N:72])=[CH:67][CH:66]=3)=[CH:63][CH:64]=2)[C:56]([OH:55])=[O:111])=[O:75])[CH2:89][C:88]2[CH:87]=[C:86]3[C:81]([O:82][C@@H:83]([C:91]4[CH:92]=[CH:93][C:94]([O:97][CH2:98][C:99]5[CH:104]=[CH:103][C:102]([O:105][CH3:106])=[C:101]([C:107]([F:110])([F:108])[F:109])[CH:100]=5)=[CH:95][CH:96]=4)[C:84](=[O:90])[NH:85]3)=[CH:80][C:79]=2[CH2:78]1)(=[O:13])[C:46]1[CH:51]=[CH:50][CH:49]=[CH:48][CH:47]=1 |f:1.2|. Procedure details: (S)-7-[(S)-2-(4′-Cyano -biphenyl-4-yl)-1-methoxycarbonyl-ethylcarbamoyl]-3-(4-hydroxy-phenyl)-2-oxo-1,2,3,5,7,8-hexahydro-4-oxa-1,6-diaza-anthracene-6-carboxylic acid tert-butyl ester was converted to (S)-3-(4′-cyano-biphenyl-4-yl)-2-({(S)-3-[4-(4-methoxy-3-trifluoromethyl-benzyloxy)-phenyl]-2-oxo-2,3,5,6,7,8-hexahydro-1H-4-oxa-1,6-diaza-anthracene-7-carbonyl}-amino)-propionic acid methyl ester hydrochloride following the general procedure L and C. Title compound (9 mg) was prepared from (S)-3-(... Starting materials: Cl (HCl), BrC=1C=C2C(C(N(C2=CC1)COC1=CC=C(C=C1)C(CC(=O)OC)C#CC)=O)(C)C (methyl 3-[4-(5-bromo-3,3-dimethyl-2-oxo-2,3-dihydroindol-1-ylmethoxy)phenyl]-hex-4-ynoate), O (water). Solvent: C1CCOC1.CO (THF MeOH). Conditions: time 1 hour. The product is BrC=1C=C2C(C(N(C2=CC1)COC1=CC=C(C=C1)C(CC(=O)O)C#CC)=O)(C)C (3-[4-(5-Bromo-3,3-dimethyl-2-oxo-2,3-dihydroindol-1-ylmethoxy)phenyl]hex-4-ynoic acid). As a reaction SMILES: [Br:1][C:2]1[CH:3]=[C:4]2[C:8](=[CH:9][CH:10]=1)[N:7]([CH2:11][O:12][C:13]1[CH:18]=[CH:17][C:16]([CH:19]([C:25]#[C:26][CH3:27])[CH2:20][C:21]([O:23]C)=[O:22])=[CH:15][CH:14]=1)[C:6](=[O:28])[C:5]2([CH3:30])[CH3:29].Cl.O>C1COCC1.CO>[Br:1][C:2]1[CH:3]=[C:4]2[C:8](=[CH:9][CH:10]=1)[N:7]([CH2:11][O:12][C:13]1[CH:18]=[CH:17][C:16]([CH:19]([C:25]#[C:26][CH3:27])[CH2:20][C:21]([OH:23])=[O:22])=[CH:15][CH:14]=1)[C:6](=[O:28])[C:5]2([CH3:30])[CH3:29] |f:3.4|. Reported procedure: 730 mg of methyl 3-[4-(5-bromo-3,3-dimethyl-2-oxo-2,3-dihydroindol-1-ylmethoxy)phenyl]-hex-4-ynoate were dissolved in a mixture of THF/MeOH/2N NaOH=1:1:1 (5 ml of each) and stirred at room temperature. After 1 hour, the mixture was acidified to pH 1 by addition of 2N HCl. 50 ml of water were added, the mixture was extracted three times with 50 ml each time of ethyl acetate. The combined organic phases were dried over MgSO4, then concentrated under reduced pressure and purified on silica gel with... Starting materials: C(C)(=O)C1(O)[C@@H]([C@@H](OCC2=CC=CC=C2)[C@H](OCC2=CC=CC=C2)[C@H](O1)COCC1=CC=CC=C1)F (Acetyl-2-deoxy-2-fluoro-3,4,6-tri-O-benzyl-glucopyranose), C(C)(=O)O.NN (Hydrazine acetate). Run in CN(C)C=O (DMF), ClCCl (dichloromethane). Conditions: time 3 hour. Product: F[C@H]1C(O)O[C@@H]([C@H]([C@@H]1OCC1=CC=CC=C1)OCC1=CC=CC=C1)COCC1=CC=CC=C1 (2-deoxy-2-fluoro-3,4,6-tri-O-benzyl glucopyranose). Isolated yield 72.9%. Reaction SMILES: C([C:4]1([O:26][C@H:25]([CH2:27][O:28][CH2:29][C:30]2[CH:35]=[CH:34][CH:33]=[CH:32][CH:31]=2)[C@@H:16]([O:17][CH2:18][C:19]2[CH:24]=[CH:23][CH:22]=[CH:21][CH:20]=2)[C@H:7]([O:8][CH2:9][C:10]2[CH:15]=[CH:14][CH:13]=[CH:12][CH:11]=2)[C@H:6]1[F:36])[OH:5])(=O)C.C(O)(=O)C.NN>CN(C=O)C.ClCCl>[F:36][C@@H:6]1[C@@H:7]([O:8][CH2:9][C:10]2[CH:11]=[CH:12][CH:13]=[CH:14][CH:15]=2)[C@H:16]([O:17][CH2:18][C:19]2[CH:20]=[CH:21][CH:22]=[CH:23][CH:24]=2)[C@@H:25]([CH2:27][O:28][CH2:29][C:30]2[CH:35]=[CH:34][CH:33]=[CH:32][CH:31]=2)[O:26][CH:4]1[OH:5] |f:1.2|. Procedure: Acetyl-2-deoxy-2-fluoro-3,4,6-tri-O-benzyl-glucopyranose (750 mg) was dissolved in anhydrous DMF (7.5 mL). Hydrazine acetate (300 mg) was added and the reaction mixture was stirred for 3 hours at room temperature until most of the starting material was converted into product. The solution was diluted with dichloromethane (150 mL) and the organic layer was washed with water (3×150 mL), dried over sodium sulfate, filtered and evaporated. Chromatography of the material on silica gel using hexane-et...